Dataset: the Open Reaction Database (ORD), a public repository of structured organic reaction records. Task: describe an organic reaction: reactants, conditions, products, and yield The reactants are IC1=CC=C(N)C=C1 (4-iodoaniline), C(#C)C1=CC=C(C=C1)CCCCCC (1-eth-1-ynyl-4-hexylbenzene), TEA. The reagents and catalysts are [Cu]I (CuI), Cl[Pd]([P](C1=CC=CC=C1)(C2=CC=CC=C2)C3=CC=CC=C3)([P](C4=CC=CC=C4)(C5=CC=CC=C5)C6=CC=CC=C6)Cl (Pd(PPh3)2Cl2). The solvent is C(C)#N (acetonitrile). Run at temperature 85 celsius, time 22 hour. Product: C(CCCCC)C1=CC=C(C=C1)C#CC1=CC=C(N)C=C1 (4-[(4-hexylphenyl)ethynyl]aniline). The yield is 87.0%. As a reaction SMILES: I[C:2]1[CH:8]=[CH:7][C:5]([NH2:6])=[CH:4][CH:3]=1.[C:9]([C:11]1[CH:16]=[CH:15][C:14]([CH2:17][CH2:18][CH2:19][CH2:20][CH2:21][CH3:22])=[CH:13][CH:12]=1)#[CH:10]>C(#N)C.[Cu]I.Cl[Pd](Cl)([P](C1C=CC=CC=1)(C1C=CC=CC=1)C1C=CC=CC=1)[P](C1C=CC=CC=1)(C1C=CC=CC=1)C1C=CC=CC=1>[CH2:17]([C:14]1[CH:13]=[CH:12][C:11]([C:9]#[C:10][C:2]2[CH:8]=[CH:7][C:5]([NH2:6])=[CH:4][CH:3]=2)=[CH:16][CH:15]=1)[CH2:18][CH2:19][CH2:20][CH2:21][CH3:22] |^1:30,49|. Procedure details: To a stirred solution of 4-iodoaniline (10.0 g, 45.6 mmol, Aldrich) and 1-eth-1-ynyl-4-hexylbenzene (10.0 g, 53.0 mol, Maybridge) in anhydrous acetonitrile (200 mL) under nitrogen was added CuI (0.43 g, 2.2 mmol), TEA (14.0 g, 138 mmol) followed by Pd(PPh3)2Cl2 (1.6 g, 2.2 mmol). The reaction mixture was stirred at 85° C. for 22 hours. The solvent was removed under reduced pressure. The residue was diluted with Et2O (200 mL) 20 and washed with water and brine. The organic layer was dried (MgSO4)...